Dataset: the Open Reaction Database (ORD), a public repository of structured organic reaction records. Task: describe an organic reaction: reactants, conditions, products, and yield Reactants: O=C1NC2=C(CCN1C1CCN(CC1)C(=O)O[C@@H](C(=O)N1CCN(CC1)C1CCN(CC1)CC(=O)O)CC1=CC(=C(C(=C1)C)O)C)C=CC=C2 ((R)-2-[4-(1-carboxymethyl-piperidin-4-yl)-piperazin-1-yl]-1-(4-hydroxy-3,5-dimethyl-benzyl)-2-oxo-ethyl 4-(2-oxo-1,2,4,5-tetrahydro-1,3-benzodiazepin-3-yl)-piperidine-1-carboxylate), COCCOCCO (2-(2-methoxy-ethoxy)-ethanol). Yields the product O=C1NC2=C(CCN1C1CCN(CC1)C(=O)O[C@@H](C(=O)N1CCN(CC1)C1CCN(CC1)CC(=O)OCCOCCOC)CC1=CC(=C(C(=C1)C)O)C)C=CC=C2 ((R)-1-(4-hydroxy-3,5-dimethyl-benzyl)-2-(4-{1-[2-(2-methoxy-ethoxy)-ethoxycarbonylmethyl]-piperidin-4-yl}-piperazin-1-yl)-2-oxo-ethyl 4-(2-oxo-1,2,4,5-tetrahydro-1,3-benzodiazepin-3-yl)-piperidine-1-carboxylate). Reaction SMILES: [O:1]=[C:2]1[N:8]([CH:9]2[CH2:14][CH2:13][N:12]([C:15]([O:17][C@H:18]([CH2:37][C:38]3[CH:43]=[C:42]([CH3:44])[C:41]([OH:45])=[C:40]([CH3:46])[CH:39]=3)[C:19]([N:21]3[CH2:26][CH2:25][N:24]([CH:27]4[CH2:32][CH2:31][N:30]([CH2:33][C:34]([OH:36])=[O:35])[CH2:29][CH2:28]4)[CH2:23][CH2:22]3)=[O:20])=[O:16])[CH2:11][CH2:10]2)[CH2:7][CH2:6][C:5]2[CH:47]=[CH:48][CH:49]=[CH:50][C:4]=2[NH:3]1.[CH3:51][O:52][CH2:53][CH2:54][O:55][CH2:56][CH2:57]O>>[O:1]=[C:2]1[N:8]([CH:9]2[CH2:10][CH2:11][N:12]([C:15]([O:17][C@H:18]([CH2:37][C:38]3[CH:43]=[C:42]([CH3:44])[C:41]([OH:45])=[C:40]([CH3:46])[CH:39]=3)[C:19]([N:21]3[CH2:26][CH2:25][N:24]([CH:27]4[CH2:28][CH2:29][N:30]([CH2:33][C:34]([O:36][CH2:57][CH2:56][O:55][CH2:54][CH2:53][O:52][CH3:51])=[O:35])[CH2:31][CH2:32]4)[CH2:23][CH2:22]3)=[O:20])=[O:16])[CH2:13][CH2:14]2)[CH2:7][CH2:6][C:5]2[CH:47]=[CH:48][CH:49]=[CH:50][C:4]=2[NH:3]1. Procedure: Prepared analogously to Example 4d from 70 mg (0.10 mmol) of (R)-2-[4-(1-carboxymethyl-piperidin-4-yl)-piperazin-1-yl]-1-(4-hydroxy-3,5-dimethyl-benzyl)-2-oxo-ethyl 4-(2-oxo-1,2,4,5-tetrahydro-1,3-benzodiazepin-3-yl)-piperidine-1-carboxylate and 13 μL (0.11 mmol) 2-(2-methoxy-ethoxy)-ethanol. The reaction solution was purified by HPLC without any further working up; the fractions containing the product were combined and lyophilised.